The task is: describe an organic reaction: reactants, conditions, products, and yield. This data is from the Open Reaction Database (ORD), a public repository of structured organic reaction records. Starting materials: Cl.[N+](=O)([O-])C1=CC=C(C=C1)CCN (2-(4-nitrophenyl)-ethylamine hydrochloride), [OH-].[Na+] (sodium hydroxide), FC(C(=O)OC(C(F)(F)F)=O)(F)F (trifluoroacetic acid anhydride), [H-].[Na+] (sodium hydride). The solvent is ClCCl (dichloromethane), C(C)N(CC)CC (triethylamine), CO (methanol). Run at time 2 hour. The product is [N+](=O)([O-])C1=CC=C(C=C1)CCNC (N-[2-(4-nitrophenyl)-ethyl]-N-methylamine). Isolated yield 40.0%. As a reaction SMILES: Cl.[N+:2]([C:5]1[CH:10]=[CH:9][C:8]([CH2:11][CH2:12][NH2:13])=[CH:7][CH:6]=1)([O-:4])=[O:3].F[C:15](F)(F)C(OC(=O)C(F)(F)F)=O.[H-].[Na+].[OH-].[Na+]>ClCCl.CO.C(N(CC)CC)C>[N+:2]([C:5]1[CH:6]=[CH:7][C:8]([CH2:11][CH2:12][NH:13][CH3:15])=[CH:9][CH:10]=1)([O-:4])=[O:3] |f:0.1,3.4,5.6|. Procedure: 25 g of 2-(4-nitrophenyl)-ethylamine hydrochloride were suspended in 500 ml of dichloromethane and reacted with 33 ml of triethylamine. 52 g of trifluoroacetic acid anhydride were added slowly dropwise to the reaction mixture at 0° C. After addition was complete, the reaction mixture was stirred for 2 hours at room temperature and then extracted by shaking twice, each time with 200 ml of 5% aqueous hydrochloric acid solution and twice with saturated aqueous sodium hydrogen carbonate solution. Th... As a reaction SMILES: [CH3:38][CH2:39][CH2:40][CH2:41][N+:42]([CH2:43][CH2:44][CH2:45][CH3:46])([CH2:47][CH2:48][CH2:49][CH3:50])[CH2:51][CH2:52][CH2:53][CH3:54].[F-:37].[O:55]1[CH2:56][CH2:57][CH2:58][CH2:59]1.[c:1]1([S:2](=[O:3])(=[O:4])[n:10]2[c:11]([C:19](=[CH:20][CH:21]3[CH2:22][CH2:23][CH2:24][CH2:25]3)[c:26]3[cH:27][cH:28][c:29]([NH:32][S:33](=[O:34])(=[O:35])[CH3:36])[cH:30][cH:31]3)[cH:12][c:13]3[c:14]2[n:15][cH:16][cH:17][cH:18]3)[cH:5][cH:6][cH:7][cH:8][cH:9]1>>[nH:10]1[c:11]([C:19](=[CH:20][CH:21]2[CH2:22][CH2:23][CH2:24][CH2:25]2)[c:26]2[cH:27][cH:28][c:29]([NH:32][S:33](=[O:34])(=[O:35])[CH3:36])[cH:30][cH:31]2)[cH:12][c:13]2[c:14]1[n:15][cH:16][cH:17][cH:18]2. The reactants are CCCC[N+](CCCC)(CCCC)CCCC, [F-], C1CCOC1, CS(=O)(=O)Nc1ccc(C(=CC2CCCC2)c2cc3cccnc3n2S(=O)(=O)c2ccccc2)cc1. Product: CS(=O)(=O)Nc1ccc(C(=CC2CCCC2)c2cc3cccnc3[nH]2)cc1.